describe an organic reaction: reactants, conditions, products, and yield From a dataset of the Open Reaction Database (ORD), a public repository of structured organic reaction records. Reactants: FC(C=1C=C(N)C=CC1)(F)F (3-(trifluoromethyl)aniline), Cl.C(C)N=C=NCCCN(C)C (1-ethyl-3-(3-dimethylaminopropyl)carbodiimide hydrochloride), C1(CC1)C(=O)NC=1OC2=C(N1)C=CC(=C2)OC=2C=C(C(=O)O)C=CC2 (3-({2-[(cyclopropylcarbonyl)amino]-1,3-benzooxazol-6-yl}oxy)benzoic acid). The reagents and catalysts are CN(C1=CC=NC=C1)C (N,N-dimethylpyridine-4-amine). Run in N1=CC=CC=C1 (pyridine). Run at time 14 hour. Product: C1(CC1)C(=O)NC=1OC2=C(N1)C=CC(=C2)OC=2C=C(C(=O)NC1=CC(=CC=C1)C(F)(F)F)C=CC2 (3-({2-[(cyclopropylcarbonyl)amino]-1,3-benzooxazol-6-yl}oxy)-N-[3-(trifluoromethyl)phenyl]benzamide). Isolated yield 18.2%. As a reaction SMILES: [CH:1]1([C:4]([NH:6][C:7]2[O:8][C:9]3[CH:15]=[C:14]([O:16][C:17]4[CH:18]=[C:19]([CH:23]=[CH:24][CH:25]=4)[C:20](O)=[O:21])[CH:13]=[CH:12][C:10]=3[N:11]=2)=[O:5])[CH2:3][CH2:2]1.[F:26][C:27]([F:36])([F:35])[C:28]1[CH:29]=[C:30]([CH:32]=[CH:33][CH:34]=1)[NH2:31].Cl.C(N=C=NCCCN(C)C)C>N1C=CC=CC=1.CN(C)C1C=CN=CC=1>[CH:1]1([C:4]([NH:6][C:7]2[O:8][C:9]3[CH:15]=[C:14]([O:16][C:17]4[CH:18]=[C:19]([CH:23]=[CH:24][CH:25]=4)[C:20]([NH:31][C:30]4[CH:32]=[CH:33][CH:34]=[C:28]([C:27]([F:26])([F:35])[F:36])[CH:29]=4)=[O:21])[CH:13]=[CH:12][C:10]=3[N:11]=2)=[O:5])[CH2:3][CH2:2]1 |f:2.3|. Procedure details: To a solution of 3-({2-[(cyclopropylcarbonyl)amino]-1,3-benzooxazol-6-yl}oxy)benzoic acid (221 mg, 653 μmol) produced in Example B1(vi) in pyridine (5 mL) were added 3-(trifluoromethyl)aniline (298 mg, 1.85 mmol), 1-ethyl-3-(3-dimethylaminopropyl)carbodiimide hydrochloride (328 mg, 1.71 mmol) and N,N-dimethylpyridine-4-amine (21.6 mmol, 177 μmol), and the mixture was stirred at room temperature for 14 hr. The mixture was concentrated under reduced pressure, and the obtained residue was dissolved... The reactants are FC(OC1=C(C=O)C=CC=C1)(F)F (2-(trifluoromethoxy)benzaldehyde), [OH-].[Na+] (sodium hydroxide), NO.Cl (NH2OH.HCl). The solvent is C(C)O (ethanol), O (H2O), O (water), O (water). Product: FC(OC1=C(/C=N/O)C=CC=C1)(F)F ((E)-2-(trifluoromethoxy)benzaldehyde oxime). Reaction SMILES: [OH-:1].[Na+].[NH2:3]O.Cl.[F:6][C:7]([F:18])([F:17])[O:8][C:9]1[CH:16]=[CH:15][CH:14]=[CH:13][C:10]=1[CH:11]=O>O.C(O)C>[F:6][C:7]([F:18])([F:17])[O:8][C:9]1[CH:16]=[CH:15][CH:14]=[CH:13][C:10]=1/[CH:11]=[N:3]/[OH:1] |f:0.1,2.3|. Reported procedure: To a solution of sodium hydroxide (7 g, 175.00 mmol, 1.19 equiv) in water (120 mL) was added a stirred solution of NH2OH.HCl (11.8 g, 169.78 mmol, 1.15 equiv) in water (120 mL) at 0°C. The resulting solution was stirred fo(10 min at 0°C. Then a solution of 2-(trifluoromethoxy)benzaldehyde (28 g, 147.29 mmol, 1.00 equiv) in ethanol (120 mL) was added. The resulting solution was allowed to stir for an additional 1 h at room temperature. The resulting solution was diluted with 500 ml of H2O, extrac... Reactants: O=C([O-])O, CCO, Cl, [Fe], [Na+], O=C(Nc1cccc(Nc2ncccc2[N+](=O)[O-])c1)c1ccc2ccccc2c1. The product is Nc1cccnc1Nc1cccc(NC(=O)c2ccc3ccccc3c2)c1. RXN SMILES: [C:31](=[O:32])([OH:33])[O-:34].[CH3:36][CH2:37][OH:38].[ClH:30].[Fe:39].[Na+:35].[cH:1]1[c:2]([C:11](=[O:12])[NH:13][c:14]2[cH:15][c:16]([NH:20][c:21]3[n:22][cH:23][cH:24][cH:25][c:26]3[N+:27]([O-:28])=[O:29])[cH:17][cH:18][cH:19]2)[cH:3][cH:4][c:5]2[cH:6][cH:7][cH:8][cH:9][c:10]12>>[cH:1]1[c:2]([C:11](=[O:12])[NH:13][c:14]2[cH:15][c:16]([NH:20][c:21]3[n:22][cH:23][cH:24][cH:25][c:26]3[NH2:27])[cH:17][cH:18][cH:19]2)[cH:3][cH:4][c:5]2[cH:6][cH:7][cH:8][cH:9][c:10]12. Reactants: COc1cc2c(cc1Nc1nc(Nc3ccccc3C(N)=O)c3ccnc-3[nH]1)N(C(=O)CN(C)C)CC2, CN, CCOC(C)=O, [K+], [OH-]. Product: CNC(=O)c1ccccc1Nc1nc(Nc2cc3c(cc2OC)CCN3C(=O)CN(C)C)[nH]c2nccc1-2. Reaction SMILES: [CH3:1][N:2]([CH2:3][C:4](=[O:5])[N:6]1[CH2:7][CH2:8][c:9]2[cH:10][c:11]([O:35][CH3:36])[c:12]([NH:15][c:16]3[n:17][c:18]([NH:25][c:26]4[c:27]([C:28](=[O:29])[NH2:30])[cH:31][cH:32][cH:33][cH:34]4)[c:19]4[cH:24][cH:23][n:22][c:20]-4[nH:21]3)[cH:13][c:14]21)[CH3:37].[CH3:38][NH2:39].[CH3:42][CH2:43][O:44][C:45]([CH3:46])=[O:47].[K+:41].[OH-:40]>>[CH3:1][N:2]([CH2:3][C:4](=[O:5])[N:6]1[CH2:7][CH2:8][c:9]2[cH:10][c:11]([O:35][CH3:36])[c:12]([NH:15][c:16]3[n:17][c:18]([NH:25][c:26]4[c:27]([C:28](=[O:29])[NH:30][CH3:38])[cH:31][cH:32][cH:33][cH:34]4)[c:19]4[cH:24][cH:23][n:22][c:20]-4[nH:21]3)[cH:13][c:14]21)[CH3:37]. Solvent: N1=CC=CC=C1 (pyridine). Product: C1(=CC(=CC2=C(C=C(C=C12)S(=O)(=O)NC=1C=C(C(=C(C1)C(=O)OC1=CC=CC=C1)C(=O)OC1=CC=CC=C1)C(=O)OC1=CC=CC=C1)S(=O)(=O)NC=1C=C(C(=C(C1)C(=O)OC1=CC=CC=C1)C(=O)OC1=CC=CC=C1)C(=O)OC1=CC=CC=C1)S(=O)(=O)NC=1C=C(C(=C(C1)C(=O)OC1=CC=CC=C1)C(=O)OC1=CC=CC=C1)C(=O)OC1=CC=CC=C1)S(=O)(=O)NC=1C=C(C(=C(C1)C(=O)OC1=CC=CC=C1)C(=O)OC1=CC=CC=C1)C(=O)OC1=CC=CC=C1 (5,5',5",5'"-[1,3,5,7-Naphthalenetetrayltetrakis(sulfonylimino)]-tetra-1,2,3-benzenetricarboxylic acid, dodecaphenyl ester). Procedure: To a solution of 36.27 g. of 5-amino-1,2,3-benzenetricarboxylic acid, triphenyl ester in 150 ml. of dry pyridine is added 12.0 g. of 1,3,5,7-naphthalenetetrasulfonyl chloride and the mixture is stirred at room temperature for one hour and then at 55°-75° C. for 2 hours. The solution is poured into 840 ml. of 2 N hydrochloric acid and the resulting mixture is extracted with methylene chloride. The aqueous phase is filtered to remove the suspended solid which is washed with water and methylene chl... Reaction conditions: temperature 5 celsius, time 2 hour. Reactants: NC=1C=C(C(=C(C1)C(=O)OC1=CC=CC=C1)C(=O)OC1=CC=CC=C1)C(=O)OC1=CC=CC=C1 (5-amino-1,2,3-benzenetricarboxylic acid, triphenyl ester), C1(=CC(=CC=2C(=CC(=CC12)S(=O)(=O)Cl)S(=O)(=O)Cl)S(=O)(=O)Cl)S(=O)(=O)Cl (1,3,5,7-naphthalenetetrasulfonyl chloride). RXN SMILES: [NH2:1][C:2]1[CH:3]=[C:4]([C:26]([O:28][C:29]2[CH:34]=[CH:33][CH:32]=[CH:31][CH:30]=2)=[O:27])[C:5]([C:17]([O:19][C:20]2[CH:25]=[CH:24][CH:23]=[CH:22][CH:21]=2)=[O:18])=[C:6]([C:8]([O:10][C:11]2[CH:16]=[CH:15][CH:14]=[CH:13][CH:12]=2)=[O:9])[CH:7]=1.[C:35]1([S:57](Cl)(=[O:59])=[O:58])[C:44]2[CH:43]=[C:42]([S:45](Cl)(=[O:47])=[O:46])[CH:41]=[C:40]([S:49](Cl)(=[O:51])=[O:50])[C:39]=2[CH:38]=[C:37]([S:53](Cl)(=[O:55])=[O:54])[CH:36]=1>N1C=CC=CC=1>[C:35]1([S:57]([NH:1][C:2]2[CH:7]=[C:6]([C:8]([O:10][C:11]3[CH:16]=[CH:15][CH:14]=[CH:13][CH:12]=3)=[O:9])[C:5]([C:17]([O:19][C:20]3[CH:25]=[CH:24][CH:23]=[CH:22][CH:21]=3)=[O:18])=[C:4]([C:26]([O:28][C:29]3[CH:30]=[CH:31][CH:32]=[CH:33][CH:34]=3)=[O:27])[CH:3]=2)(=[O:59])=[O:58])[C:44]2[C:39](=[C:40]([S:49]([NH:1][C:2]3[CH:7]=[C:6]([C:8]([O:10][C:11]4[CH:12]=[CH:13][CH:14]=[CH:15][CH:16]=4)=[O:9])[C:5]([C:17]([O:19][C:20]4[CH:25]=[CH:24][CH:23]=[CH:22][CH:21]=4)=[O:18])=[C:4]([C:26]([O:28][C:29]4[CH:34]=[CH:33][CH:32]=[CH:31][CH:30]=4)=[O:27])[CH:3]=3)(=[O:51])=[O:50])[CH:41]=[C:42]([S:45]([NH:1][C:2]3[CH:7]=[C:6]([C:8]([O:10][C:11]4[CH:12]=[CH:13][CH:14]=[CH:15][CH:16]=4)=[O:9])[C:5]([C:17]([O:19][C:20]4[CH:25]=[CH:24][CH:23]=[CH:22][CH:21]=4)=[O:18])=[C:4]([C:26]([O:28][C:29]4[CH:34]=[CH:33][CH:32]=[CH:31][CH:30]=4)=[O:27])[CH:3]=3)(=[O:47])=[O:46])[CH:43]=2)[CH:38]=[C:37]([S:53]([NH:1][C:2]2[CH:7]=[C:6]([C:8]([O:10][C:11]3[CH:12]=[CH:13][CH:14]=[CH:15][CH:16]=3)=[O:9])[C:5]([C:17]([O:19][C:20]3[CH:25]=[CH:24][CH:23]=[CH:22][CH:21]=3)=[O:18])=[C:4]([C:26]([O:28][C:29]3[CH:34]=[CH:33][CH:32]=[CH:31][CH:30]=3)=[O:27])[CH:3]=2)(=[O:55])=[O:54])[CH:36]=1. Reactants: 80, C(C1=CC=CC=C1)(=O)C1CCN(CC1)C(=O)OCC (ethyl 4-benzoyl-1-piperidinecarboxylate), O1CCCC1 (tetrahydrofuran), O1CCCC1 (tetrahydrofuran), [Mg] (magnesium), BrC1=CC=C(C=C1)OC (1-bromo-4-methoxybenzene), 300. Run in C(C)(=O)O (acetic acid). Run at time 2 hour. The product is OC(C1CCN(CC1)C(=O)OCC)(C1=CC=CC=C1)C1=CC=C(C=C1)OC (ethyl 4-[hydroxy(4-methoxyphenyl)phenylmethyl]-1-piperidinecarboxylate), intermediate 31. As a reaction SMILES: [Mg].Br[C:3]1[CH:8]=[CH:7][C:6]([O:9][CH3:10])=[CH:5][CH:4]=1.O1CCCC1.[C:16]([CH:24]1[CH2:29][CH2:28][N:27]([C:30]([O:32][CH2:33][CH3:34])=[O:31])[CH2:26][CH2:25]1)(=[O:23])[C:17]1[CH:22]=[CH:21][CH:20]=[CH:19][CH:18]=1>C(O)(=O)C>[OH:23][C:16]([C:3]1[CH:8]=[CH:7][C:6]([O:9][CH3:10])=[CH:5][CH:4]=1)([C:17]1[CH:18]=[CH:19][CH:20]=[CH:21][CH:22]=1)[CH:24]1[CH2:29][CH2:28][N:27]([C:30]([O:32][CH2:33][CH3:34])=[O:31])[CH2:26][CH2:25]1. Procedure: To a stirred and refluxing Grignard-complex, previously prepared starting from 15 parts of magnesium, 112.2 parts of 1-bromo-4-methoxybenzene and 540 parts of tetrahydrofuran, was added dropwise a solution of 80 parts of ethyl 4-benzoyl-1-piperidinecarboxylate in 360 parts of tetrahydrofuran at reflux temperature. Upon completion, stirring was continued for 2 hours at reflux. After cooling overnight, the reaction mixture was poured onto a mixture of 300 parts of crushed ice and 40 parts of aceti... Reactants: O(C1=CC=CC=C1)CCCBr (3-Phenoxypropyl bromide), C(=O)([O-])[O-].[K+].[K+] (K2CO3), C(C)(C)(C)OC(CN1C(=NC2=C1C=CC(=C2)NS(=O)(=O)C2=CC=C(C=C2)F)CCC)=O ([5-(4-fluoro-benzenesulfonylamino)-2-propyl-benzoimidazol-1-yl]-acetic acid tert-butyl ester). Solvent: CC#N (CH3CN), CCOC(=O)C (EtOAc), O (H2O). Reaction conditions: temperature 80 celsius, time 8 hour. Product: C(C)(C)(C)OC(CN1C(=NC2=C1C=CC(=C2)N(CCCOC2=CC=CC=C2)S(=O)(=O)C2=CC=C(C=C2)F)CCC)=O ({5-[(4-Fluoro-benzenesulfonyl)-(3-phenoxy-propyl)-amino]-2-propyl-benzoimidazol-1-yl}-acetic acid tert-butyl ester). RXN SMILES: [O:1]([CH2:8][CH2:9][CH2:10]Br)[C:2]1[CH:7]=[CH:6][CH:5]=[CH:4][CH:3]=1.C([O-])([O-])=O.[K+].[K+].[C:18]([O:22][C:23](=[O:48])[CH2:24][N:25]1[C:29]2[CH:30]=[CH:31][C:32]([NH:34][S:35]([C:38]3[CH:43]=[CH:42][C:41]([F:44])=[CH:40][CH:39]=3)(=[O:37])=[O:36])=[CH:33][C:28]=2[N:27]=[C:26]1[CH2:45][CH2:46][CH3:47])([CH3:21])([CH3:20])[CH3:19]>CC#N.CCOC(C)=O.O>[C:18]([O:22][C:23](=[O:48])[CH2:24][N:25]1[C:29]2[CH:30]=[CH:31][C:32]([N:34]([S:35]([C:38]3[CH:39]=[CH:40][C:41]([F:44])=[CH:42][CH:43]=3)(=[O:36])=[O:37])[CH2:10][CH2:9][CH2:8][O:1][C:2]3[CH:7]=[CH:6][CH:5]=[CH:4][CH:3]=3)=[CH:33][C:28]=2[N:27]=[C:26]1[CH2:45][CH2:46][CH3:47])([CH3:21])([CH3:20])[CH3:19] |f:1.2.3|. Procedure: 3-Phenoxypropyl bromide (0.27 mmol) and K2CO3 (63 mg, 0.45 mmol) were added to a solution of [5-(4-fluoro-benzenesulfonylamino)-2-propyl-benzoimidazol-1-yl]-acetic acid tert-butyl ester (40 mg, 0.09 mmol) in CH3CN (1 mL), and stirred overnight at 80° C. The reaction mixture was diluted with EtOAc and H2O, and then filtered through an Extrelut column.